Dataset: the Open Reaction Database (ORD), a public repository of structured organic reaction records. Task: describe an organic reaction: reactants, conditions, products, and yield The yield is 66.2%. Solvent: CCOCC (ether), CN(C)C=O (DMF). Conditions: temperature 60 celsius, time 20 hour. Reaction SMILES: [C:1]([NH:5][C:6]([C:8]1[C:16]2[C:11](=[N:12][CH:13]=[C:14]([C:17]3[CH:18]=[CH:19][CH:20]=[C:21]4[C:25]=3[NH:24][C:23]([CH3:26])=[CH:22]4)[N:15]=2)[N:10](COCC[Si](C)(C)C)[CH:9]=1)=[O:7])([CH3:4])([CH3:3])[CH3:2].C(N)CN.[F-].C([N+](CCCC)(CCCC)CCCC)CCC>CN(C=O)C.CCOCC>[C:1]([NH:5][C:6]([C:8]1[C:16]2[C:11](=[N:12][CH:13]=[C:14]([C:17]3[CH:18]=[CH:19][CH:20]=[C:21]4[C:25]=3[NH:24][C:23]([CH3:26])=[CH:22]4)[N:15]=2)[NH:10][CH:9]=1)=[O:7])([CH3:4])([CH3:3])[CH3:2] |f:2.3|. Starting materials: C(C)(C)(C)NC(=O)C1=CN(C2=NC=C(N=C21)C=2C=CC=C1C=C(NC21)C)COCC[Si](C)(C)C (N-tert-butyl-2-(2-methyl-1H-indol-7-yl)-5-((2-(trimethylsilyl)ethoxy)methyl)-5H-pyrrolo[2,3-b]pyrazine-7-carboxamide), C(CN)N (ethylenediamine), [F-].C(CCC)[N+](CCCC)(CCCC)CCCC (tetrabutylammonium fluoride). Product: C(C)(C)(C)NC(=O)C1=CNC2=NC=C(N=C21)C=2C=CC=C1C=C(NC21)C (N-tert-butyl-2-(2-Methyl-1H-indol-7-yl)-5H-pyrrolo[2,3-b]pyrazine-7-carboxamide). Procedure details: To a stirred solution of N-tert-butyl-2-(2-methyl-1H-indol-7-yl)-5-((2-(trimethylsilyl)ethoxy)methyl)-5H-pyrrolo[2,3-b]pyrazine-7-carboxamide (60 mg, 126 μmol) in DMF (4 mL) was added ethylenediamine (355 mg, 399 μL, 5.9 mmol) then tetrabutylammonium fluoride (389 μL, 389 μmol). The solution was heated to 60° C. with stirring under a nitrogen atmosphere for 20 h. The reaction mixture was cooled, diluted with ether, washed water and brine, then dried (MgSO4), filtered, and concentrated in vacuo t... Starting materials: [OH-].[Na+] (sodium hydroxide), CO (methanol), C(C1=CC=CC=C1)(=O)NC1=C(C(=O)OC)C=CC(=C1)\C=C\C1=CC=CC=C1 (methyl 2-(benzamido)-4-((E)-2-phenylvinyl)benzoate). Run in O1CCCC1 (tetrahydrofuran). Conditions: time 7 hour. Product: C(C1=CC=CC=C1)(=O)NC1=C(C(=O)O)C=CC(=C1)\C=C\C1=CC=CC=C1 (2-(benzamido)-4-((E)-2-phenylvinyl)benzoic acid). Reaction SMILES: [OH-].[Na+].CO.[C:5]([NH:13][C:14]1[CH:23]=[C:22](/[CH:24]=[CH:25]/[C:26]2[CH:31]=[CH:30][CH:29]=[CH:28][CH:27]=2)[CH:21]=[CH:20][C:15]=1[C:16]([O:18]C)=[O:17])(=[O:12])[C:6]1[CH:11]=[CH:10][CH:9]=[CH:8][CH:7]=1>O1CCCC1>[C:5]([NH:13][C:14]1[CH:23]=[C:22](/[CH:24]=[CH:25]/[C:26]2[CH:31]=[CH:30][CH:29]=[CH:28][CH:27]=2)[CH:21]=[CH:20][C:15]=1[C:16]([OH:18])=[O:17])(=[O:12])[C:6]1[CH:7]=[CH:8][CH:9]=[CH:10][CH:11]=1 |f:0.1|. Procedure: 0.37 mL of 2.0 mol/L aqueous sodium hydroxide was added dropwise to a mixed solution of 2 mL of methanol and 2 mL of tetrahydrofuran containing 0.18 g of methyl 2-(benzamido)-4-((E)-2-phenylvinyl)benzoate at room temperature, and stirred at the same temperature for 7 hours. The solvent was evaporated under reduced pressure and water was added and pH was adjusted to pH 4.0 with 1.0 mol/L hydrochloric acid. Solid substances were separated by filtration and purified with silica gel column chromatog... Starting materials: Intermediate A, CC(CO)(CO)OCC1=C(C=CC=C1)C (2-methyl-2-(2-methylbenzyloxy)-1,3-propanediol), CC(CO)(CO)OCC1=C(C=CC=C1)C (2-methyl-2-(2-methylbenzyloxy)-1,3-propanediol), C=O (paraformaldehyde), C1(=CC=C(C=C1)S(=O)(=O)O)C (p-toluenesulfonic acid). The product is CC1(COCOC1)OCC1=C(C=CC=C1)C (5-Methyl-5-(2-methylbenzyloxy)-1,3-dioxane). The solvent is CCCCCC (hexane). Reported procedure: This compound was prepared in the manner of Intermediate A using 6.00 g of 2-methyl-2-(2-methylbenzyloxy)-1,3-propanediol (Intermediate R), 1.66 g of paraformaldehyde, and 0.13 g of p-toluenesulfonic acid in 150 ml of dry hexane. The crude reaction product was distilled under reduced pressure using a short path distilling system to give in one fraction 3.64 g of 5-methyl-5-(2-methylbenzyloxy)-1,3-dioxane; bp 106°-108°/0.01 mm; ir and nmr spectra were consistent with the assigned structure. Reaction SMILES: [CH3:1][C:2]([O:7][CH2:8][C:9]1[CH:14]=[CH:13][CH:12]=[CH:11][C:10]=1[CH3:15])([CH2:5][OH:6])[CH2:3][OH:4].C=O.[C:18]1(C)C=CC(S(O)(=O)=O)=CC=1>CCCCCC>[CH3:1][C:2]1([O:7][CH2:8][C:9]2[CH:14]=[CH:13][CH:12]=[CH:11][C:10]=2[CH3:15])[CH2:5][O:6][CH2:18][O:4][CH2:3]1. Reactants: N (ammonia), C=1(CCCCCN1)O.COC (caprolactim methylether), C1(=CC=CC=C1)NN (phenylhydrazine). As a reaction SMILES: [C:1]1(O)[CH2:2][CH2:3][CH2:4][CH2:5][CH2:6][N:7]=1.COC.[C:12]1([NH:18][NH2:19])[CH:17]=[CH:16][CH:15]=[CH:14][CH:13]=1.N>CO>[C:12]1([NH:18][N:19]=[C:1]2[NH:7][CH2:6][CH2:5][CH2:4][CH2:3][CH2:2]2)[CH:17]=[CH:16][CH:15]=[CH:14][CH:13]=1 |f:0.1|. Procedure details: When a mixture of 127 g (1 mole) of caprolactim-methylether and 108 g (1 mole) of phenylhydrazine was heated from 140° to 200°C over the course of 6 hours, 34 g (theoretically 32 g of methanol) of a distillate with a pungent smell of ammonia passed over at boiling point 60° to 140°C. The distillation of the reaction product yielded, in addition to a first runnings of starting material and 35 g of distillation residue, 92 g of caprolactam-phenylhydrazone of boiling point 125°C/0.1 mm Hg, in the f... Yields the product C1(=CC=CC=C1)NN=C1CCCCCN1 (caprolactam-phenylhydrazone). Yield: 45.3%. The solvent is CO (methanol). Reactants: N#CCBr, O=C([O-])[O-], CCCCc1oc2ccccc2c1-c1ncc(-c2ccc3cc(O)ccc3c2)o1, CCOC(C)=O, [K+], [K+], CN(C)C=O. As a reaction SMILES: [Br:30][CH2:31][C:32]#[N:33].[C:34](=[O:35])([O-:36])[O-:37].[CH2:1]([CH2:2][CH2:3][CH3:4])[c:5]1[o:6][c:7]2[c:8]([c:9]1-[c:10]1[o:11][c:12](-[c:15]3[cH:16][c:17]4[cH:18][cH:19][c:20]([OH:25])[cH:21][c:22]4[cH:23][cH:24]3)[cH:13][n:14]1)[cH:26][cH:27][cH:28][cH:29]2.[CH3:45][CH2:46][O:47][C:48](=[O:49])[CH3:50].[K+:38].[K+:39].[O:40]=[CH:41][N:42]([CH3:43])[CH3:44]>>[CH2:1]([CH2:2][CH2:3][CH3:4])[c:5]1[o:6][c:7]2[c:8]([c:9]1-[c:10]1[o:11][c:12](-[c:15]3[cH:16][c:17]4[cH:18][cH:19][c:20]([O:25][CH2:31][C:32]#[N:33])[cH:21][c:22]4[cH:23][cH:24]3)[cH:13][n:14]1)[cH:26][cH:27][cH:28][cH:29]2. The product is CCCCc1oc2ccccc2c1-c1ncc(-c2ccc3cc(OCC#N)ccc3c2)o1.